This data is from the Open Reaction Database (ORD), a public repository of structured organic reaction records. The task is: describe an organic reaction: reactants, conditions, products, and yield Reactants: O (water), [OH-].[Na+] (NaOH), C=O (formaldehyde), C(#N)[BH3-].[Na+] (Sodium cyanoborohydride), NC1=C(C(=O)NCC(=O)NCC2CCN(CC2)CC2=CC=C(C=C2)Cl)C=C(C=C1)Br (4-{N-(2-amino-5-bromobenzoyl)glycyl}aminomethyl-1-(4-chlorobenzyl)piperidine). Solvent: C(C)#N (acetonitrile), CO (methanol), ClCCl (dichloromethane), C(C)(=O)O (acetic acid). Run at temperature 50 celsius, time 30 hour. Product: BrC=1C=CC(=C(C(=O)NCC(=O)NCC2CCN(CC2)CC2=CC=C(C=C2)Cl)C1)N(C)C (4-[N-{5-bromo-2-(dimethylamino)benzoyl)glycyl]aminomethyl-1-(4- chlorobenzyl)piperidine). Reaction SMILES: [C:1]([BH3-])#[N:2].[Na+].N[C:6]1[CH:33]=[CH:32][C:31]([Br:34])=[CH:30][C:7]=1[C:8]([NH:10][CH2:11][C:12]([NH:14][CH2:15][CH:16]1[CH2:21][CH2:20][N:19]([CH2:22][C:23]2[CH:28]=[CH:27][C:26]([Cl:29])=[CH:25][CH:24]=2)[CH2:18][CH2:17]1)=[O:13])=[O:9].[CH2:35]=O.O.[OH-].[Na+]>C(#N)C.ClCCl.CO.C(O)(=O)C>[Br:34][C:31]1[CH:32]=[CH:33][C:6]([N:2]([CH3:1])[CH3:35])=[C:7]([CH:30]=1)[C:8]([NH:10][CH2:11][C:12]([NH:14][CH2:15][CH:16]1[CH2:21][CH2:20][N:19]([CH2:22][C:23]2[CH:28]=[CH:27][C:26]([Cl:29])=[CH:25][CH:24]=2)[CH2:18][CH2:17]1)=[O:13])=[O:9] |f:0.1,5.6|. Reported procedure: Sodium cyanoborohydride (26 mg, 0.42 mmol) and acetic acid (14 μL) was added successively to a mixture of 4-{N-(2-amino-5-bromobenzoyl)glycyl}aminomethyl-1-(4-chlorobenzyl)piperidine (Compound No. 1042) (67 mg, 0.14 mmol), 37% formaldehyde solution in water (0.112 mL, 1.4 mmol), acetonitrile (2 mL), and methanol (1.5 mL). After the solution was stirred at 50° C. for 30 h, 1 N aqueous NaOH and dichloromethane were added. The aqueous layer was separated and the organic layer was dried over K2CO3, ... The reactants are C(C1=CC=CC=C1)(C1=CC=CC=C1)OC(=O)C=1N2C(C(C2SCC1C1=CN=C(S1)SC)NC(=O)OC(C)(C)C)=O (2-Benzhydryloxycarbonyl-7-t-butoxycarbonylamino-3-(2-methylthio-thiazol-5-yl)-8-oxo-5-thia-1-azabicyclo[4.2.0]oct-2-ene), CS(=O)(=O)O (methanesulphonic acid). Run in C(C)#N (acetonitrile). The product is NC1C2SCC(=C(N2C1=O)C(=O)OC(C1=CC=CC=C1)C1=CC=CC=C1)C1=CN=C(S1)SC (7-amino-2-benzhydryloxycarbonyl-3-(2-methylthio-thiazol-5-yl)-8-oxo-5-thia-1-azabicyclo[4.2.0]oct-2-ene). Isolated yield 99.2%. Reaction SMILES: [CH:1]([O:14][C:15]([C:17]1[N:18]2[CH:21]([S:22][CH2:23][C:24]=1[C:25]1[S:29][C:28]([S:30][CH3:31])=[N:27][CH:26]=1)[CH:20]([NH:32]C(OC(C)(C)C)=O)[C:19]2=[O:40])=[O:16])([C:8]1[CH:13]=[CH:12][CH:11]=[CH:10][CH:9]=1)[C:2]1[CH:7]=[CH:6][CH:5]=[CH:4][CH:3]=1.CS(O)(=O)=O>C(#N)C>[NH2:32][CH:20]1[C:19](=[O:40])[N:18]2[CH:21]1[S:22][CH2:23][C:24]([C:25]1[S:29][C:28]([S:30][CH3:31])=[N:27][CH:26]=1)=[C:17]2[C:15]([O:14][CH:1]([C:8]1[CH:13]=[CH:12][CH:11]=[CH:10][CH:9]=1)[C:2]1[CH:3]=[CH:4][CH:5]=[CH:6][CH:7]=1)=[O:16]. Procedure details: 2-Benzhydryloxycarbonyl-7-t-butoxycarbonylamino-3-(2-methylthio-thiazol-5-yl)-8-oxo-5-thia-1-azabicyclo[4.2.0]oct-2-ene (4 g) dissolved in acetonitrile (40 cc) is treated, at 25° C., with methanesulphonic acid (4 cc), in accordance with the working method of Example 15. Crude 7-amino-2-benzhydryloxycarbonyl-3-(2-methylthio-thiazol-5-yl)-8-oxo-5-thia-1-azabicyclo[4.2.0]oct-2-ene (3.3 g) is obtained in the form of an orange oil.